From a dataset of the Open Reaction Database (ORD), a public repository of structured organic reaction records. describe an organic reaction: reactants, conditions, products, and yield Reactants: Cc1ccc(S(N)(=O)=O)c(N)c1, ClC(Cl)Cl, ClI. Yields the product Cc1cc(N)c(S(N)(=O)=O)cc1I. RXN SMILES: [CH3:1][c:2]1[cH:3][c:4]([NH2:12])[c:5]([S:8](=[O:9])(=[O:10])[NH2:11])[cH:6][cH:7]1.[Cl:15][CH:16]([Cl:17])[Cl:18].[I:13][Cl:14]>>[CH3:1][c:2]1[cH:3][c:4]([NH2:12])[c:5]([S:8](=[O:9])(=[O:10])[NH2:11])[cH:6][c:7]1[I:13]. Starting materials: C1(=CC=CC=C1)N=C=O (phenyl isocyanate), O1C(NCC1)=O (2-oxazolidinone), [Al+3].[Cl-].[Cl-].[Cl-] (AlCl3). Solvent: ClCCl (dichloromethane). Reaction conditions: temperature 195 celsius. Product: C1(=CC=CC=C1)N1C(NCC1)=O (N-phenyl-imidazolidinone). Isolated yield 48.0%. Reaction SMILES: [C:1]1([N:7]=[C:8]=[O:9])[CH:6]=[CH:5][CH:4]=[CH:3][CH:2]=1.O1[CH2:14][CH2:13][NH:12]C1=O.[Al+3].[Cl-].[Cl-].[Cl-]>ClCCl>[C:1]1([N:7]2[CH2:14][CH2:13][NH:12][C:8]2=[O:9])[CH:6]=[CH:5][CH:4]=[CH:3][CH:2]=1 |f:2.3.4.5|. Procedure details: A mixture of phenyl isocyanate (50 mmoles), 2-oxazolidinone (50 mmoles) and anhydrous AlCl3 (40 mg, 0.3 mmole) is heated at 195° C. for 6 hours with stirring. The reaction mixture is dissolved in dichloromethane and the resulting solution is washed with water twice. The dichloromethane solution is dried and evaporated and the residue distilled at reduced pressure. The distillate is recrystallized from hot hexane to give a yield of 48 percent of the desired product, m.p. 157° C.-159° C. The reactants are CS(=O)(=O)C1=NC=C(C=N1)C(=O)OCC (Ethyl 2-(methylsulfonyl)pyrimidine-5-carboxylate), N1CCOCC1 (morpholine). Run in C(Cl)Cl (DCM), COCCOC (ethyleneglycol dimethylether). Run at time 48 hour. Yields the product O1CCN(CC1)C1=NC=C(C=N1)C(=O)OCC (Ethyl 2-morpholinopyrimidine-5-carboxylate). Isolated yield 108.0%. Reaction SMILES: CS([C:5]1[N:10]=[CH:9][C:8]([C:11]([O:13][CH2:14][CH3:15])=[O:12])=[CH:7][N:6]=1)(=O)=O.[NH:16]1[CH2:21][CH2:20][O:19][CH2:18][CH2:17]1>COCCOC.C(Cl)Cl>[O:19]1[CH2:20][CH2:21][N:16]([C:5]2[N:10]=[CH:9][C:8]([C:11]([O:13][CH2:14][CH3:15])=[O:12])=[CH:7][N:6]=2)[CH2:17][CH2:18]1. Reported procedure: A solution of sulfone 121 (0.184 g, 0.80 mmol) in ethyleneglycol dimethylether (5 mL) was treated with neat morpholine (0.3 mL, 3.4 mmol) and the mixture was stirred at room temperature for 48 h. The reaction mixture was then diluted with DCM and washed with saturated NaHCO3 in brine, dried over MgSO4, filtered, concentrated and stored under vacuum to give intermediate 122 (0.205 g, >99% yield). Starting materials: ClCC(=O)N1CCN(CC1)C1=CC(=C(C=C1)Cl)OC (2-chloro-1-[4-(4-chloro-3-methoxy-phenyl)-piperazin-1-yl]-ethanone), N1C(NCC1)=O (imidazolidin-2-one), C(=O)([O-])[O-].[K+].[K+] (K2CO3). The solvent is CN1CCCC1=O (NMP). Reaction conditions: temperature 60 celsius, time 8 hour. Product: ClC1=C(C=C(C=C1)N1CCN(CC1)C(CN1C(NCC1)=O)=O)OC (1-{2-[4-(4-chloro-3-methoxy-phenyl)-piperazin-1-yl]-2-oxo-ethyl}-imidazolidin-2-one). RXN SMILES: Cl[CH2:2][C:3]([N:5]1[CH2:10][CH2:9][N:8]([C:11]2[CH:16]=[CH:15][C:14]([Cl:17])=[C:13]([O:18][CH3:19])[CH:12]=2)[CH2:7][CH2:6]1)=[O:4].[NH:20]1[CH2:24][CH2:23][NH:22][C:21]1=[O:25].C([O-])([O-])=O.[K+].[K+]>CN1C(=O)CCC1>[Cl:17][C:14]1[CH:15]=[CH:16][C:11]([N:8]2[CH2:9][CH2:10][N:5]([C:3](=[O:4])[CH2:2][N:20]3[CH2:24][CH2:23][NH:22][C:21]3=[O:25])[CH2:6][CH2:7]2)=[CH:12][C:13]=1[O:18][CH3:19] |f:2.3.4|. Reported procedure: In a 4 mL vial was added 2-chloro-1-[4-(4-chloro-3-methoxy-phenyl)-piperazin-1-yl]-ethanone (1) (200 mg, 0.66 mmol, 1.0 equiv), imidazolidin-2-one (64 mg, 0.73 mmol, 1.10 equiv), K2CO3 (365 mg, 2.64 mmol, 4.0 equiv) and 2.4 mL of NMP. A stir bar was placed in the vial and the vial was then capped. The mixture stirred at 60° C. overnight. The crude product was purified by reversed phase HPLC (acetonitrile —H2O with 0.1% TFA as the eluent) to yield 1-{2-[4-(4-chloro-3-methoxy-phenyl)-piperazin-1-y... Reactants: CC=1CC2C(C(=O)OC2=O)CC1 (4-methyl-1,2,3,6-tetrahydrophthalic anhydride), [S] (sulfur). Reagents/catalysts: [O-2].[Zn+2] (zinc oxide). The product is CC=1C=C2C(C(=O)OC2=O)=CC1 (4-methylphthalic anhydride). RXN SMILES: [CH3:1][C:2]1[CH2:3][CH:4]2[C:9](=[O:10])[O:8][C:6](=[O:7])[CH:5]2[CH2:11][CH:12]=1.[S]>[O-2].[Zn+2]>[CH3:1][C:2]1[CH:3]=[C:4]2[C:9](=[O:10])[O:8][C:6](=[O:7])[C:5]2=[CH:11][CH:12]=1 |f:2.3,^3:12|. Procedure: reacting the 4-methyl-1,2,3,6-tetrahydrophthalic anhydride with sulfur in the presence of zinc oxide and 2-mercaptobenzothizole as a catalyst to form 4-methylphthalic anhydride and a thio derivative; Starting materials: CC1(C)OB(c2cn[nH]c2)OC1(C)C, Clc1ccc(C2(c3ccc(I)cc3)CNCCO2)cc1, c1ccc(P(c2ccccc2)(c2ccccc2)[Pd](P(c2ccccc2)(c2ccccc2)c2ccccc2)(P(c2ccccc2)(c2ccccc2)c2ccccc2)P(c2ccccc2)(c2ccccc2)c2ccccc2)cc1. Product: Clc1ccc(C2(c3ccc(-c4cn[nH]c4)cc3)CNCCO2)cc1. As a reaction SMILES: [CH3:21][C:22]1([CH3:23])[C:24]([CH3:25])([CH3:26])[O:27][B:28]([c:29]2[cH:30][n:31][nH:32][cH:33]2)[O:34]1.[Cl:1][c:2]1[cH:3][cH:4][c:5]([C:8]2([c:14]3[cH:15][cH:16][c:17]([I:20])[cH:18][cH:19]3)[O:9][CH2:10][CH2:11][NH:12][CH2:13]2)[cH:6][cH:7]1.[cH:35]1[cH:36][cH:37][c:38]([P:39]([Pd:40]([P:41]([c:42]2[cH:43][cH:44][cH:45][cH:46][cH:47]2)([c:48]2[cH:49][cH:50][cH:51][cH:52][cH:53]2)[c:54]2[cH:55][cH:56][cH:57][cH:58][cH:59]2)([P:60]([c:61]2[cH:62][cH:63][cH:64][cH:65][cH:66]2)([c:67]2[cH:68][cH:69][cH:70][cH:71][cH:72]2)[c:73]2[cH:74][cH:75][cH:76][cH:77][cH:78]2)[P:79]([c:80]2[cH:81][cH:82][cH:83][cH:84][cH:85]2)([c:86]2[cH:87][cH:88][cH:89][cH:90][cH:91]2)[c:92]2[cH:93][cH:94][cH:95][cH:96][cH:97]2)([c:98]2[cH:99][cH:100][cH:101][cH:102][cH:103]2)[c:104]2[cH:105][cH:106][cH:107][cH:108][cH:109]2)[cH:110][cH:111]1>>[Cl:1][c:2]1[cH:3][cH:4][c:5]([C:8]2([c:14]3[cH:15][cH:16][c:17](-[c:29]4[cH:30][n:31][nH:32][cH:33]4)[cH:18][cH:19]3)[O:9][CH2:10][CH2:11][NH:12][CH2:13]2)[cH:6][cH:7]1. Reactants: S1C(NC(CC1)=O)=O (tetrahydro-1,3-thiazin-2,4-dione), [OH-].C(C1=CC=CC=C1)[N+](CCCC)(CCCC)CCCC (benzyltri-n-butylammonium hydroxide), C1(=CC=CC=C1)S(=O)(=O)O (benzenesulfonic acid), N[C@@H](CC1=CNC=N1)C(=O)O (L-histidine). Solvent: C(C)(=O)OCC (ethyl acetate). The product is C1=C(NC=N1)C[C@@H](C(=O)O)NC(=O)CCN (L-carnosine). As a reaction SMILES: [NH2:1][C@H:2]([C:9]([OH:11])=[O:10])[CH2:3][C:4]1[N:8]=[CH:7][NH:6][CH:5]=1.S1[CH2:17][CH2:16][C:15](=[O:18])NC1=O.[OH-].C([N+:28](CCCC)(CCCC)CCCC)C1C=CC=CC=1.C1(S(O)(=O)=O)C=CC=CC=1>C(OCC)(=O)C>[CH:5]1[N:6]=[CH:7][NH:8][C:4]=1[CH2:3][C@H:2]([NH:1][C:15]([CH2:16][CH2:17][NH2:28])=[O:18])[C:9]([OH:11])=[O:10] |f:2.3|. Reported procedure: Starting with 1.55 g. (10 mmol) of L-histidine, 2.62 g. (20 mmol) of tetrahydro-1,3-thiazin-2,4-dione, 40% methanolic benzyltri-n-butylammonium hydroxide solution to raise the pH benzenesulfonic acid to lower the pH and ethyl acetate as the crystallizing solvent, and following the procedure of Example 1, there is isolated L-carnosine in good yield.